From a dataset of the Open Reaction Database (ORD), a public repository of structured organic reaction records. describe an organic reaction: reactants, conditions, products, and yield The product is CCOC(=O)Cn1ncc2c1CCCC2NS(=O)(=O)c1cc(Br)cc(C(F)(F)F)c1. Starting materials: O=S(=O)(Cl)c1cc(Br)cc(C(F)(F)F)c1, CCOC(=O)Cn1ncc2c1CCCC2N, CN(C)c1ccncc1, C1CCOC1. RXN SMILES: [Br:17][c:18]1[cH:19][c:20]([S:28](=[O:29])(=[O:30])[Cl:31])[cH:21][c:22]([C:24]([F:25])([F:26])[F:27])[cH:23]1.[CH2:1]([CH3:2])[O:3][C:4]([CH2:5][n:6]1[n:7][cH:8][c:9]2[c:14]1[CH2:13][CH2:12][CH2:11][CH:10]2[NH2:15])=[O:16].[CH3:37][N:38]([CH3:39])[c:40]1[cH:41][cH:42][n:43][cH:44][cH:45]1.[O:32]1[CH2:33][CH2:34][CH2:35][CH2:36]1>>[CH2:1]([CH3:2])[O:3][C:4]([CH2:5][n:6]1[n:7][cH:8][c:9]2[c:14]1[CH2:13][CH2:12][CH2:11][CH:10]2[NH:15][S:28]([c:20]1[cH:19][c:18]([Br:17])[cH:23][c:22]([C:24]([F:25])([F:26])[F:27])[cH:21]1)(=[O:29])=[O:30])=[O:16]. The reactants are ClCCl, CN(SC(C)(C)C)C(=O)Nc1ccc(Cl)c(Cl)c1, O=C(OO)c1cccc(Cl)c1. The product is CN(C(=O)Nc1ccc(Cl)c(Cl)c1)S(=O)C(C)(C)C. As a reaction SMILES: [CH2:30]([Cl:31])[Cl:32].[CH3:12][N:13]([C:14](=[O:15])[NH:16][c:17]1[cH:18][c:19]([Cl:24])[c:20]([Cl:23])[cH:21][cH:22]1)[S:25][C:26]([CH3:27])([CH3:28])[CH3:29].[Cl:1][c:2]1[cH:3][cH:4][cH:5][c:6]([C:7]([O:8][OH:10])=[O:9])[cH:11]1>>[O:9]=[S:25]([N:13]([CH3:12])[C:14](=[O:15])[NH:16][c:17]1[cH:18][c:19]([Cl:24])[c:20]([Cl:23])[cH:21][cH:22]1)[C:26]([CH3:27])([CH3:28])[CH3:29]. The reactants are [N+](=O)([O-])C1=CC=C(C=C1)CCC(CCC1=CC=C(C=C1)[N+](=O)[O-])=O (1,5-bis-(4-nitro-phenyl)-pentan-3-one), [H][H] (hydrogen). The reagents and catalysts are [Pd] (Pd). The solvent is C1CCOC1 (THF). Yields the product NC1=CC=C(C=C1)CCC(CCC1=CC=C(C=C1)N)=O (1,5-Bis (4-amino-phenyl)-pentan-3-one). Reaction SMILES: [N+:1]([C:4]1[CH:9]=[CH:8][C:7]([CH2:10][CH2:11][C:12](=[O:24])[CH2:13][CH2:14][C:15]2[CH:20]=[CH:19][C:18]([N+:21]([O-])=O)=[CH:17][CH:16]=2)=[CH:6][CH:5]=1)([O-])=O.[H][H]>[Pd].C1COCC1>[NH2:1][C:4]1[CH:9]=[CH:8][C:7]([CH2:10][CH2:11][C:12](=[O:24])[CH2:13][CH2:14][C:15]2[CH:16]=[CH:17][C:18]([NH2:21])=[CH:19][CH:20]=2)=[CH:6][CH:5]=1. Procedure details: A mixture of 1,5-bis-(4-nitro-phenyl)-pentan-3-one from Example HH (9.00 g, 27.4 mmol), 5% Pd on BaSO4 (0.7 g), and THF (600 mL) was shaken in a hydrogen atmosphere of 52 psi at 26° C. for 17 hours. The catalyst was filtered, and the filtrate was concentrated. The residue was chromatographed on silica gel, eluting with 4% MeOH in CH2Cl2, to give the title compound. 1H NMR (CDCl3) δ 2.60 (m, 4 H), 2.74 (m, 4 H), 3.45 (bs, 4 H), 6.56 (m, 4 H), 6.91 (m, 4 H). Starting materials: CC1(CC(C(C(C1)=O)=C(C)N[C@H]1[C@@H](OCC2=CC=CC=C2)O[C@@H]([C@H]([C@@H]1O)O)CO)=O)C (Benzyl 2-Deoxy-2-[1-(4,4-dimethyl-2,6-dioxocyclohex-1-ylidene)ethylamino]-α-D-glucopyranoside), C1(=CC=CC=C1)C(C1=CC=CC=C1)(C1=CC=CC=C1)Br (triphenylmethylbromide). Solvent: CN(C)C=O.N1=CC=CC=C1 (DMF pyridine). Conditions: temperature 100 celsius, time 15 hour. Yields the product CC1(CC(C(C(C1)=O)=C(C)N[C@H]1[C@@H](OCC2=CC=CC=C2)O[C@@H]([C@H]([C@@H]1O)O)COC(C1=CC=CC=C1)(C1=CC=CC=C1)C1=CC=CC=C1)=O)C (Benzyl 2-Deoxy-2-[1-(4,4-dimethyl-2,6-dioxocyclohex-1-ylidene)ethylamino]-6-O-triphenylmethyl-α-D-glucopyranoside). Yield: 66.9%. RXN SMILES: [CH3:1][C:2]1([CH3:31])[CH2:7][C:6](=[O:8])[C:5](=[C:9]([NH:11][C@@H:12]2[C@@H:25]([OH:26])[C@H:24]([OH:27])[C@@H:23]([CH2:28][OH:29])[O:22][C@@H:13]2[O:14][CH2:15][C:16]2[CH:21]=[CH:20][CH:19]=[CH:18][CH:17]=2)[CH3:10])[C:4](=[O:30])[CH2:3]1.[C:32]1([C:38](Br)([C:45]2[CH:50]=[CH:49][CH:48]=[CH:47][CH:46]=2)[C:39]2[CH:44]=[CH:43][CH:42]=[CH:41][CH:40]=2)[CH:37]=[CH:36][CH:35]=[CH:34][CH:33]=1>CN(C=O)C.N1C=CC=CC=1>[CH3:1][C:2]1([CH3:31])[CH2:7][C:6](=[O:8])[C:5](=[C:9]([NH:11][C@@H:12]2[C@@H:25]([OH:26])[C@H:24]([OH:27])[C@@H:23]([CH2:28][O:29][C:38]([C:32]3[CH:37]=[CH:36][CH:35]=[CH:34][CH:33]=3)([C:45]3[CH:46]=[CH:47][CH:48]=[CH:49][CH:50]=3)[C:39]3[CH:40]=[CH:41][CH:42]=[CH:43][CH:44]=3)[O:22][C@@H:13]2[O:14][CH2:15][C:16]2[CH:21]=[CH:20][CH:19]=[CH:18][CH:17]=2)[CH3:10])[C:4](=[O:30])[CH2:3]1 |f:2.3|. Reported procedure: A mixture of Benzyl 2-Deoxy-2-[1-(4,4-dimethyl-2,6-dioxocyclohex-1-ylidene)ethylamino]-α-D-glucopyranoside (100 mg, 0.23 mmol), triphenylmethylbromide (149 mg, 0.46 mmol) in DMF/pyridine 1:1 (2 ml) was stirred at 100° C. for 15 h. The reaction mixture was evaporated, the residue was taken up in CHCl3 (10 ml), washed with water (3 ml), dried over MgSO4 and concentrated. The residue was purified by chromatography using CHCl3/MeOH 10:1 as the mobile phase to give Benzyl 2-Deoxy-2-[1-(4,4-dimethyl-2... The reactants are C1(=CC=CC=C1)CC(C)=O (phenylacetone), C(=O)N (formamide). Solvent: C(=O)O (formic acid). Product: C(=O)NC(C)CC1=CC=CC=C1 ((±)-N-formylamphetamine). Yield: 60.0%. RXN SMILES: [C:1]1([CH2:7][C:8](=O)[CH3:9])[CH:6]=[CH:5][CH:4]=[CH:3][CH:2]=1.[CH:11]([NH2:13])=[O:12]>C(O)=O>[CH:11]([NH:13][CH:8]([CH2:7][C:1]1[CH:6]=[CH:5][CH:4]=[CH:3][CH:2]=1)[CH3:9])=[O:12]. Reported procedure: Many methods of making amphetamine and related compounds are known in the prior art, including the commercially used Leukart-Wallach reaction for producing racemic amphetamine from phenylacetone. For example, in one commercial process, phenylacetone is reacted with formamide and formic acid to form (±)-N-formylamphetamine (racemic N-formylamphetamine). The racemic N-formylamphetamine is then hydrolyzed with sulfuric acid, the solution basified, and the resulting d,l-amphetamine ((±)-amphetamine;... The reactants are NC1=C(C=CC=C1)S (2-Aminothiophenol), N1=CC=C(C=C1)C=O (4-pyridinecarboxaldehyde). Solvent: CS(=O)C (dimethylsulfoxide). The product is S1C(=NC2=C1C=CC=C2)C2=CC=NC=C2 (4-(Benzothiazol-2-yl)pyridine). The yield is 84.8%. As a reaction SMILES: [NH2:1][C:2]1[CH:7]=[CH:6][CH:5]=[CH:4][C:3]=1[SH:8].[N:9]1[CH:14]=[CH:13][C:12]([CH:15]=O)=[CH:11][CH:10]=1>CS(C)=O>[S:8]1[C:3]2[CH:4]=[CH:5][CH:6]=[CH:7][C:2]=2[N:1]=[C:15]1[C:12]1[CH:13]=[CH:14][N:9]=[CH:10][CH:11]=1. Procedure: 2-Aminothiophenol (6.3 g, 0.05 mol) and 4-pyridinecarboxaldehyde (5.4 g, 0.05 mol) were dissolved in dimethylsulfoxide (35 ml) and heated until vapours distilled off at 180°-186° C. The distillation residue on cooling was partitioned between ethyl acetate and saturated ammonium chloride solution. The combined organic layers were washed with water (100 ml), dried (MgSO4) and concentrated. The solid was triturated with ether to afford the title compound as a pale brown solid (9 g, 85%). δH (CDCl3)... The reactants are Oc1ccc(Br)cc1Sc1cccc(F)c1, CC(C)(C)OC(=O)C1CCCN1CCO, CCCCCCC, CCOC(=O)N=NC(=O)OCC, C1CCOC1, c1ccc(P(c2ccccc2)c2ccccc2)cc1. Product: CC(C)(C)OC(=O)C1CCCN1CCOc1ccc(Br)cc1Sc1cccc(F)c1. As a reaction SMILES: [Br:1][c:2]1[cH:3][c:4]([S:9][c:10]2[cH:11][c:12]([F:16])[cH:13][cH:14][cH:15]2)[c:5]([OH:8])[cH:6][cH:7]1.[C:48]([CH3:49])([CH3:50])([CH3:51])[O:52][C:53](=[O:54])[CH:55]1[N:56]([CH2:60][CH2:61][OH:62])[CH2:57][CH2:58][CH2:59]1.[CH3:68][CH2:69][CH2:70][CH2:71][CH2:72][CH2:73][CH3:74].[O:36]=[C:37]([O:38][CH2:39][CH3:40])[N:41]=[N:42][C:43]([O:44][CH2:45][CH3:46])=[O:47].[O:63]1[CH2:64][CH2:65][CH2:66][CH2:67]1.[c:17]1([P:18]([c:19]2[cH:20][cH:21][cH:22][cH:23][cH:24]2)[c:25]2[cH:26][cH:27][cH:28][cH:29][cH:30]2)[cH:31][cH:32][cH:33][cH:34][cH:35]1>>[Br:1][c:2]1[cH:3][c:4]([S:9][c:10]2[cH:11][c:12]([F:16])[cH:13][cH:14][cH:15]2)[c:5]([O:8][CH2:61][CH2:60][N:56]2[CH:55]([C:53]([O:52][C:48]([CH3:49])([CH3:50])[CH3:51])=[O:54])[CH2:59][CH2:58][CH2:57]2)[cH:6][cH:7]1. Reactants: CC1CCC(C(C)C)C(N2CC(C(=O)N3CCCC3)CC2=O)C1, CC1CCC(C(C)C)C(N2CC(C(=O)O)CC2=O)C1. Yields the product CC1CCC(C(C)C)C(N2CC(C(=O)N3CCCCCC3)CC2=O)C1. Reaction SMILES: [CH:1]([CH3:2])([CH3:3])[CH:4]1[CH:5]([N:11]2[C:12](=[O:23])[CH2:13][CH:14]([C:16](=[O:17])[N:18]3[CH2:19][CH2:20][CH2:21][CH2:22]3)[CH2:15]2)[CH2:6][CH:7]([CH3:10])[CH2:8][CH2:9]1.[CH:24]([CH3:25])([CH:26]1[CH2:27][CH2:28][CH:29]([CH3:30])[CH2:31][CH:32]1[N:33]1[C:34](=[O:35])[CH2:36][CH:37]([C:38]([OH:39])=[O:40])[CH2:41]1)[CH3:42]>>[CH:1]([CH3:2])([CH3:3])[CH:4]1[CH:5]([N:11]2[C:12](=[O:23])[CH2:13][CH:14]([C:16](=[O:17])[N:18]3[CH2:22][CH2:21][CH2:20][CH2:19][CH2:25][CH2:24]3)[CH2:15]2)[CH2:6][CH:7]([CH3:10])[CH2:8][CH2:9]1. Starting materials: ClC1=C(C(CN2C=NC=C2)=O)C=CC(=C1)Cl (2,4-dichlorophenacyl-1H-imidazol), Cl (HCl), oxime, [Cl-].O[NH3+] (hydroxylammonium chloride), [OH-].[K+] (KOH). Run in CO (methanol). Yields the product ClC1=C(C=CC(=C1)Cl)/C(/CN1C=NC=C1)=N/O ((Z)-1-(2,4-dichlorophenyl)-2-(1H-imidazol-1-yl)-ethanone oxime). As a reaction SMILES: [Cl:1][C:2]1[CH:15]=[C:14]([Cl:16])[CH:13]=[CH:12][C:3]=1[C:4](=O)[CH2:5][N:6]1[CH:10]=[CH:9][N:8]=[CH:7]1.[Cl-].[OH:18][NH3+:19].[OH-].[K+].Cl>CO>[Cl:1][C:2]1[CH:15]=[C:14]([Cl:16])[CH:13]=[CH:12][C:3]=1/[C:4](=[N:19]/[OH:18])/[CH2:5][N:6]1[CH:10]=[CH:9][N:8]=[CH:7]1 |f:1.2,3.4|. Reported procedure: 1240 g (4.9 moles) of the thus prepared 2,4-dichlorophenacyl-1H-imidazol is dissolved in 6.2 l methanol. 506.6 g (7.3 moles) hydroxylammonium chloride and 818.2 g KOH (14.6 moles) are added to this solution, which then is heated for one hour under reflux while stirring. After cooling the reaction mixture is poured into 5330 ml aqueous HCl having a concentration of 5% by weight, whereby the oxime product is precipitated. About one hour later the solid product is filtered off and well washed with ...